Dataset: the Open Reaction Database (ORD), a public repository of structured organic reaction records. Task: describe an organic reaction: reactants, conditions, products, and yield The reactants are [Br-], NC(=O)CBr, O=c1[nH]c2ccc(C3CCC(NCCCc4ccc(F)cc4)CC3)cc2o1, [Na+], O=C([O-])O, CN(C)C=O, O. Yields the product NC(=O)CN(CCCc1ccc(F)cc1)C1CCC(c2ccc3[nH]c(=O)oc3c2)CC1. RXN SMILES: [Br-:38].[Br:33][CH2:34][C:35](=[O:36])[NH2:37].[F:1][c:2]1[cH:3][cH:4][c:5]([CH2:8][CH2:9][CH2:10][NH:11][CH:12]2[CH2:13][CH2:14][CH:15]([c:18]3[cH:19][c:20]4[c:21]([nH:22][c:23](=[O:25])[o:24]4)[cH:26][cH:27]3)[CH2:16][CH2:17]2)[cH:6][cH:7]1.[Na+:32].[O-:28][C:29]([OH:30])=[O:31].[O:39]=[CH:40][N:41]([CH3:42])[CH3:43].[OH2:44]>>[F:1][c:2]1[cH:3][cH:4][c:5]([CH2:8][CH2:9][CH2:10][N:11]([CH:12]2[CH2:13][CH2:14][CH:15]([c:18]3[cH:19][c:20]4[c:21]([nH:22][c:23](=[O:25])[o:24]4)[cH:26][cH:27]3)[CH2:16][CH2:17]2)[CH2:34][C:35](=[O:36])[NH2:37])[cH:6][cH:7]1. Reactants: C(#C)C1=CC=C(C=C1)CCC(C(=O)OC)(S(=O)(=O)C)C (methyl 4-(4-ethynylphenyl)-2-methyl-2-(methylsulfonyl)butanoate), C1CC(=O)N(C1=O)Br (NBS). The reagents and catalysts are [N+](=O)([O-])[O-].[Ag+] (silver nitrate). The solvent is CC(=O)C (acetone). Reaction conditions: time 1.5 hour. Yields the product BrC#CC1=CC=C(C=C1)CCC(C(=O)OC)(S(=O)(=O)C)C (methyl 4-(4-(bromoethynyl)phenyl)-2-methyl-2-(methylsulfonyl)butanoate). The yield is 4.7%. RXN SMILES: [C:1]([C:3]1[CH:8]=[CH:7][C:6]([CH2:9][CH2:10][C:11]([CH3:20])([S:16]([CH3:19])(=[O:18])=[O:17])[C:12]([O:14][CH3:15])=[O:13])=[CH:5][CH:4]=1)#[CH:2].C1C(=O)N([Br:28])C(=O)C1>CC(C)=O.[N+]([O-])([O-])=O.[Ag+]>[Br:28][C:2]#[C:1][C:3]1[CH:4]=[CH:5][C:6]([CH2:9][CH2:10][C:11]([CH3:20])([S:16]([CH3:19])(=[O:17])=[O:18])[C:12]([O:14][CH3:15])=[O:13])=[CH:7][CH:8]=1 |f:3.4|. Reported procedure: To a stirring solution of methyl 4-(4-ethynylphenyl)-2-methyl-2-(methylsulfonyl)butanoate (9.5, 2.49 g, 8.46 mmol) and silver nitrate (144 mg, 0.85 mmol) in acetone (24 mL) was added NBS (2.5 g, 14.33 mmol) and the reaction was stirred at room temperature for 1.5 hr. Solvent was removed under reduced pressure to give a residue, which was purified by flash chromatography (silica gel/30-50% EtOAc/hexanes) to yield methyl 4-(4-(bromoethynyl)phenyl)-2-methyl-2-(methylsulfonyl)butanoate (9.6, 150 mg,... Reactants: ClCCCBr, CC(C)(C)OC(=O)N1CCC(Nc2ccc(F)c(Cl)c2)C1, O=C([O-])[O-], CN1CCCC1=O, CCOC(C)=O, [K+], [K+], O. Product: CC(C)(C)OC(=O)N1CCC(N(CCCCl)c2ccc(F)c(Cl)c2)C1. As a reaction SMILES: [Br:22][CH2:23][CH2:24][CH2:25][Cl:26].[C:1]([CH3:2])([CH3:3])([CH3:4])[O:5][C:6](=[O:7])[N:8]1[CH2:9][CH:10]([NH:13][c:14]2[cH:15][c:16]([Cl:21])[c:17]([F:20])[cH:18][cH:19]2)[CH2:11][CH2:12]1.[C:27](=[O:28])([O-:29])[O-:30].[CH3:34][N:35]1[CH2:36][CH2:37][CH2:38][C:39]1=[O:40].[CH3:41][CH2:42][O:43][C:44](=[O:45])[CH3:46].[K+:31].[K+:32].[OH2:33]>>[C:1]([CH3:2])([CH3:3])([CH3:4])[O:5][C:6](=[O:7])[N:8]1[CH2:9][CH:10]([N:13]([c:14]2[cH:15][c:16]([Cl:21])[c:17]([F:20])[cH:18][cH:19]2)[CH2:23][CH2:24][CH2:25][Cl:26])[CH2:11][CH2:12]1. Reactants: [H-].[Na+] (sodium hydride), FC(C=1C=C(C=CC1)C1=CCN2C(NC(C=3N=CN1C23)=O)=O)(F)F (4-[3-(Trifluoromethyl)phenyl]-6H,8H-pyrimido[1,2,3-cd]purine-8,10(9H)-dione), CI (methyl iodide). Run in CN(C=O)C (N,N-dimethylformamide). Conditions: time 3 hour. Yields the product CN1C(N2C=3N(C=NC3C1=O)C(=CC2)C2=CC(=CC=C2)C(F)(F)F)=O (9-Methyl-4-[3-(trifluoromethyl)phenyl]-6H,8H-pyrimido[1,2,3-cd]purine-8,10(9H)-dione). As a reaction SMILES: [F:1][C:2]([F:24])([F:23])[C:3]1[CH:4]=[C:5]([C:9]2[N:19]3[C:20]4[N:12]([C:13](=[O:22])[NH:14][C:15](=[O:21])[C:16]=4[N:17]=[CH:18]3)[CH2:11][CH:10]=2)[CH:6]=[CH:7][CH:8]=1.[H-].[Na+].[CH3:27]I>CN(C)C=O>[CH3:27][N:14]1[C:15](=[O:21])[C:16]2[N:17]=[CH:18][N:19]3[C:9]([C:5]4[CH:6]=[CH:7][CH:8]=[C:3]([C:2]([F:1])([F:23])[F:24])[CH:4]=4)=[CH:10][CH2:11][N:12]([C:20]=23)[C:13]1=[O:22] |f:1.2|. Procedure details: To a stirred suspension of 2.0 g of 4-[3-(trifluoromethyl)phenyl]-6H,8H-pyrimido[1,2,3-cd]purine-8,10-(9H)-dione (Example 41) in 20 ml of dry N,N-dimethylformamide was added 310 mg of sodium hydride (60% dispersion in mineral oil). The mixture was stirred at room temperature for 3 hours. To this mixture was added 2.0 ml of methyl iodide with continued stirring for 20 hours. The mixture was concentrated and the residue was treated with water to give a precipitate. The precipitate was collected by... The reactants are ON1[C@H]2CS[C@@H](CCCC(C(O)=O)=NN3C(CCC3=O)=O)[C@H]2NC1=O (N-hydroxysuccinimidoiminobiotin), NCCN1C(=NC=2C(=NC=3C=CC=CC3C21)N)CCCC (1-(2-aminoethyl)-2-butyl-1H-imidazo[4,5-c]quinolin-4-amine), N1=CC=CC=C1 (pyridine), N1=CC=CC=C1 (pyridine). Yields the product NC1=NC=2C=CC=CC2C2=C1N=C(N2CCNC(CCCCC2SCC1NC(NC12)=N)=O)CCCC (N1-[2-(4-amino-2-butyl-1H-imidazo[4,5-c]quinolin-1-yl)ethyl]-5-(2-iminoperhydrothieno[3,4-d]imidazol-4-yl)pentanamide). RXN SMILES: O[N:2]1[C:24](=O)[NH:23][C@H:22]2[C@@H:3]1[CH2:4][S:5][C@H:6]2[CH2:7][CH2:8][CH2:9][C:10](=NN1C(=O)CCC1=O)[C:11](=[O:13])O.[NH2:26][CH2:27][CH2:28][N:29]1[C:41]2[C:40]3[CH:39]=[CH:38][CH:37]=[CH:36][C:35]=3[N:34]=[C:33]([NH2:42])[C:32]=2[N:31]=[C:30]1[CH2:43][CH2:44][CH2:45][CH3:46].[N:47]1C=CC=CC=1>>[NH2:42][C:33]1[C:32]2[N:31]=[C:30]([CH2:43][CH2:44][CH2:45][CH3:46])[N:29]([CH2:28][CH2:27][NH:26][C:11](=[O:13])[CH2:10][CH2:9][CH2:8][CH2:7][CH:6]3[CH:22]4[CH:3]([NH:2][C:24](=[NH:47])[NH:23]4)[CH2:4][S:5]3)[C:41]=2[C:40]2[CH:39]=[CH:38][CH:37]=[CH:36][C:35]=2[N:34]=1. Procedure: A solution of N-hydroxysuccinimidoiminobiotin (0.74 g, 1.76 mmol) in pyridine (10 mL) was slowly added to a solution of 1-(2-aminoethyl)-2-butyl-1H-imidazo[4,5-c]quinolin-4-amine (0.50 g, 1.76 mmol) in pyridine (30 mL). The reaction was maintained at ambient temperature overnight and then concentrated to dryness. The residue was partitioned between dichloromethane and aqueous saturated potassium carbonate. The organic layer was dried over magnesium sulfate and then concentrated to dryness. The r... Reactants: ClC1=CC=C(C=C1)C1=CC=C(O1)C(CC)=O (1-[5-(p-chlorophenyl)-2-furyl]-1-propanone), [BH4-].[Na+] (NaBH4), ice water. The solvent is CO (methanol). Reaction conditions: time 3 hour. Yields the product ClC1=CC=C(C=C1)C1=CC=C(O1)C(CC)O (1-[5-(p-Chlorophenyl)-2-furyl]-1-propanol). The yield is 95.8%. Reaction SMILES: [Cl:1][C:2]1[CH:7]=[CH:6][C:5]([C:8]2[O:12][C:11]([C:13](=[O:16])[CH2:14][CH3:15])=[CH:10][CH:9]=2)=[CH:4][CH:3]=1.[BH4-].[Na+]>CO>[Cl:1][C:2]1[CH:7]=[CH:6][C:5]([C:8]2[O:12][C:11]([CH:13]([OH:16])[CH2:14][CH3:15])=[CH:10][CH:9]=2)=[CH:4][CH:3]=1 |f:1.2|. Reported procedure: To a stirring solution of 34 g (0.15 mole) of 1-[5-(p-chlorophenyl)-2-furyl]-1-propanone in 300 ml of anhydrous methanol was added portionwise 4.1 g (0.11 mole) of NaBH4 while maintaining the temperature between 15°-20°. The reaction solution was stirred at room temperature for 3 hours and after standing over-night was added to ice/water with a solid forming. The solid was filtered and air-dried to yield 34 g (99%) of title compound. An analytical sample was prepared by recrystallizing a sample ... Reaction SMILES: N[C:2]1[C:6]2=[N:7][CH:8]=[C:9]([Cl:11])[CH:10]=[C:5]2[O:4][C:3]=1C(OCC)=O.Cl.C([O-])(O)=[O:19].[Na+]>>[Cl:11][C:9]1[CH:10]=[C:5]2[O:4][CH2:3][C:2](=[O:19])[C:6]2=[N:7][CH:8]=1 |f:2.3|. Procedure details: A solution of ethyl 3-amino-6-chlorofuro[3,2-b]pyridine-2-carboxylate (0.81 g, 3.35 mmol) in hydrochloric acid (5.0 M in water, 50.0 mL, 3.35 mmol) was heated to reflux for 4 h and cooled to RT. The pH was adjusted to 7 with saturated NaHCO3. The aqueous phase was extracted with EtOAc (3×) and the combined organic extracts were dried over MgSO4, filtered, and concentrated. Purification by flash column chromatography on silica gel eluting with a gradient of 0% to 100% EtOAc in DCM gave 6-chlorofu... The yield is 20.0%. Product: ClC=1C=C2C(=NC1)C(CO2)=O (6-chlorofuro[3,2-b]pyridin-3(2H)-one). The reactants are NC1=C(OC=2C1=NC=C(C2)Cl)C(=O)OCC (ethyl 3-amino-6-chlorofuro[3,2-b]pyridine-2-carboxylate), Cl (hydrochloric acid), C(=O)(O)[O-].[Na+] (NaHCO3).